Dataset: the Open Reaction Database (ORD), a public repository of structured organic reaction records. Task: describe an organic reaction: reactants, conditions, products, and yield Reactants: Brc1cccnc1, [Li]CCCC, O=Cc1cccnc1. The product is OC(c1cccnc1)c1cccnc1. RXN SMILES: [Br:6][c:7]1[cH:8][n:9][cH:10][cH:11][cH:12]1.[CH3:1][CH2:2][CH2:3][CH2:4][Li:5].[CH:13]([c:14]1[cH:15][n:16][cH:17][cH:18][cH:19]1)=[O:20]>>[c:7]1([CH:13]([c:14]2[cH:15][n:16][cH:17][cH:18][cH:19]2)[OH:20])[cH:8][n:9][cH:10][cH:11][cH:12]1. Starting materials: C(C)(C)(C)OC(=O)N1CCC(CC1)C(OC1=NC(=CC=C1)C)C1=CC=C(C=C1)C#N (4-[(4-cyano-phenyl)-(6-methyl-pyridin-2-yloxy)-methyl]-piperidine-1-carboxylic acid tert-butyl ester), amine, O=C(CCN1C(C2=CC=CC=C2C1=O)=O)C (2-(3-oxo-butyl)-isoindole-1,3-dione). Yields the product NCCC(C)N1CCC(CC1)C(C1=CC=C(C#N)C=C1)OC1=NC(=CC=C1)C (4-[[1-(3-amino-1-methyl-propyl)-piperidin-4-yl]-(6-methyl-pyridin-2-yloxy)-methyl]-benzonitrile). Isolated yield 44.8%. As a reaction SMILES: C(OC([N:8]1[CH2:13][CH2:12][CH:11]([CH:14]([C:23]2[CH:28]=[CH:27][C:26]([C:29]#[N:30])=[CH:25][CH:24]=2)[O:15][C:16]2[CH:21]=[CH:20][CH:19]=[C:18]([CH3:22])[N:17]=2)[CH2:10][CH2:9]1)=O)(C)(C)C.O=[C:32]([CH3:46])[CH2:33][CH2:34][N:35]1C(=O)C2C(=CC=CC=2)C1=O>>[NH2:35][CH2:34][CH2:33][CH:32]([N:8]1[CH2:9][CH2:10][CH:11]([CH:14]([O:15][C:16]2[CH:21]=[CH:20][CH:19]=[C:18]([CH3:22])[N:17]=2)[C:23]2[CH:28]=[CH:27][C:26]([C:29]#[N:30])=[CH:25][CH:24]=2)[CH2:12][CH2:13]1)[CH3:46]. Procedure details: Using general procedure C with the above carbamate (1.2 g, 2.95 mmol), then general procedure B with the resulting amine and 2-(3-oxo-butyl)-isoindole-1,3-dione (1.2 g, 5.60 mmol) followed by general procedure D afforded 4-[[1-(3-amino-1-methyl-propyl)-piperidin-4-yl]-(6-methyl-pyridin-2-yloxy)-methyl]-benzonitrile (500 mg, 40% over 4 steps) as a white foam. Starting materials: C(C)(C)(C)OC(=O)N1C=CC2=CC(=CC=C12)C=O (5-formyl-indole-1-carboxylic acid tert-butyl ester), [Li]CCCC (nBuLi), [Cl-].[NH4+] (ammonium chloride). The reagents and catalysts are [Br-].C[P+](C1=CC=CC=C1)(C1=CC=CC=C1)C1=CC=CC=C1 (methyltriphenylphosphonium bromide). Solvent: C1CCOC1 (THF), C1CCOC1 (THF). Run at time 20 minute. Yields the product C(C)(C)(C)OC(=O)N1C=CC2=CC(=CC=C12)C=C (5-vinyl-indole-1-carboxylic acid tert-butyl ester). The yield is 130.5%. RXN SMILES: [Li][CH2:2]CCC.[C:6]([O:10][C:11]([N:13]1[C:21]2[C:16](=[CH:17][C:18]([CH:22]=O)=[CH:19][CH:20]=2)[CH:15]=[CH:14]1)=[O:12])([CH3:9])([CH3:8])[CH3:7].[Cl-].[NH4+]>[Br-].C[P+](C1C=CC=CC=1)(C1C=CC=CC=1)C1C=CC=CC=1.C1COCC1>[C:6]([O:10][C:11]([N:13]1[C:21]2[C:16](=[CH:17][C:18]([CH:22]=[CH2:2])=[CH:19][CH:20]=2)[CH:15]=[CH:14]1)=[O:12])([CH3:9])([CH3:8])[CH3:7] |f:2.3,4.5|. Procedure details: T a suspension of methyltriphenylphosphonium bromide (8.1 g, 22.7 mmol) in THF (140 mL) at 0° C. was added nBuLi (1.6 M in hexanes, 14.2 mL, 22.7 mmol) dropwise over 10 min. After 20 min of stirring, a solution of the 5-formyl-indole-1-carboxylic acid tert-butyl ester (4.63 g, 14.8 mmol) in THF (20 mL) was introduced slowly over 20 min. The reaction was warmed slowly to room temperature, stirred 30 min. The reaction mixture was poured into saturated ammonium chloride and the separated aqueous ph... The product is C(C1=CC=CC=C1)OC1=CC=C2CC(N(C2=C1)C)=O (6-benzyloxy-N-methyl-1,3-dihydro-2H-indol-2-one). Reported procedure: A mixture of 6-benzyloxy-1,3-dihydro-2H-indol-2-one (Example 9) (0.12 g; 0.5 mmol), K2CO3 (0.07 g; 0.5 mmol) and CH3I (0.031 ml) in acetone (5 ml) was refluxed under argon atmosphere for 6 hours. After evaporation to dryness, the residue was purified by flash chromatography eluting with petroleum ether/AcOEt 60/40 to give 6-benzyloxy-N-methyl-1,3-dihydro-2H-indol-2-one. The reactants are C(C1=CC=CC=C1)OC1=CC=C2CC(NC2=C1)=O (6-benzyloxy-1,3-dihydro-2H-indol-2-one), C(=O)([O-])[O-].[K+].[K+] (K2CO3), CI (CH3I). Solvent: CC(=O)C (acetone). Yield: 31.0%. RXN SMILES: [CH2:1]([O:8][C:9]1[CH:17]=[C:16]2[C:12]([CH2:13][C:14](=[O:18])[NH:15]2)=[CH:11][CH:10]=1)[C:2]1[CH:7]=[CH:6][CH:5]=[CH:4][CH:3]=1.[C:19]([O-])([O-])=O.[K+].[K+].CI>CC(C)=O>[CH2:1]([O:8][C:9]1[CH:17]=[C:16]2[C:12]([CH2:13][C:14](=[O:18])[N:15]2[CH3:19])=[CH:11][CH:10]=1)[C:2]1[CH:3]=[CH:4][CH:5]=[CH:6][CH:7]=1 |f:1.2.3|. The reactants are O=C([O-])[O-], O=C(C=Cc1ccccc1)C=Cc1ccccc1, O=C(C=Cc1ccccc1)C=Cc1ccccc1, CC(C)c1cc(C(C)C)c(-c2ccccc2P(C2CCCCC2)C2CCCCC2)c(C(C)C)c1, O=C(C=Cc1ccccc1)C=Cc1ccccc1, [Cl-], COc1cc(Cl)nc(SCc2cccc(F)c2F)n1, [Cs+], [Cs+], [NH4+], NS(=O)(=O)N1CCC2(CC1)OCCO2, C1COCCO1, [Pd], [Pd]. The product is COc1cc(NS(=O)(=O)N2CCC3(CC2)OCCO3)nc(SCc2cccc(F)c2F)n1. Reaction SMILES: [C:49](=[O:50])([O-:51])[O-:52].[CH:102](=[CH:103][C:104]([CH:105]=[CH:106][c:107]1[cH:108][cH:109][cH:110][cH:111][cH:112]1)=[O:113])[c:114]1[cH:115][cH:116][cH:117][cH:118][cH:119]1.[CH:120](=[CH:121][C:122]([CH:123]=[CH:124][c:125]1[cH:126][cH:127][cH:128][cH:129][cH:130]1)=[O:131])[c:132]1[cH:133][cH:134][cH:135][cH:136][cH:137]1.[CH:15]1([P:16]([CH:17]2[CH2:18][CH2:19][CH2:20][CH2:21][CH2:22]2)[c:23]2[cH:24][cH:25][cH:26][cH:27][c:28]2-[c:29]2[c:30]([CH:31]([CH3:32])[CH3:33])[cH:34][c:35]([CH:36]([CH3:37])[CH3:38])[cH:39][c:40]2[CH:41]([CH3:42])[CH3:43])[CH2:44][CH2:45][CH2:46][CH2:47][CH2:48]1.[CH:84](=[CH:85][C:86]([CH:87]=[CH:88][c:89]1[cH:90][cH:91][cH:92][cH:93][cH:94]1)=[O:95])[c:96]1[cH:97][cH:98][cH:99][cH:100][cH:101]1.[Cl-:74].[Cl:55][c:56]1[n:57][c:58]([S:64][CH2:65][c:66]2[c:67]([F:73])[c:68]([F:72])[cH:69][cH:70][cH:71]2)[n:59][c:60]([O:62][CH3:63])[cH:61]1.[Cs+:53].[Cs+:54].[NH4+:75].[O:1]1[CH2:2][CH2:3][O:4][C:5]12[CH2:6][CH2:7][N:8]([S:11](=[O:12])(=[O:13])[NH2:14])[CH2:9][CH2:10]2.[O:76]1[CH2:77][CH2:78][O:79][CH2:80][CH2:81]1.[Pd:82].[Pd:83]>>[O:1]1[CH2:2][CH2:3][O:4][C:5]12[CH2:6][CH2:7][N:8]([S:11](=[O:12])(=[O:13])[NH:14][c:56]1[n:57][c:58]([S:64][CH2:65][c:66]3[c:67]([F:73])[c:68]([F:72])[cH:69][cH:70][cH:71]3)[n:59][c:60]([O:62][CH3:63])[cH:61]1)[CH2:9][CH2:10]2.